The task is: describe an organic reaction: reactants, conditions, products, and yield. This data is from the Open Reaction Database (ORD), a public repository of structured organic reaction records. The reactants are CC(C)O, ClCc1ccc(Cl)cc1, NCCO, [Na+], [OH-]. The product is OCCNCc1ccc(Cl)cc1. RXN SMILES: [CH:16]([OH:17])([CH3:18])[CH3:19].[Cl:7][c:8]1[cH:9][cH:10][c:11]([CH2:12][Cl:13])[cH:14][cH:15]1.[NH2:1][CH2:2][CH2:3][OH:4].[Na+:6].[OH-:5]>>[NH:1]([CH2:2][CH2:3][OH:4])[CH2:12][c:11]1[cH:10][cH:9][c:8]([Cl:7])[cH:15][cH:14]1. Reactants: C=C(C)c1cc(C(=O)OC)ccc1C(C)(C)C, CCO, CCOC(C)=O, [H][H]. Product: COC(=O)c1ccc(C(C)(C)C)c(C(C)C)c1. RXN SMILES: [C:1]([CH3:2])([CH3:3])([CH3:4])[c:5]1[c:6]([C:15](=[CH2:16])[CH3:17])[cH:7][c:8]([C:9](=[O:10])[O:11][CH3:12])[cH:13][cH:14]1.[CH3:20][CH2:21][OH:22].[CH3:23][CH2:24][O:25][C:26]([CH3:27])=[O:28].[H:18][H:19]>>[C:1]([CH3:2])([CH3:3])([CH3:4])[c:5]1[c:6]([CH:15]([CH3:16])[CH3:17])[cH:7][c:8]([C:9](=[O:10])[O:11][CH3:12])[cH:13][cH:14]1. Reactants: COC(C1=CC(=C(C=C1)C#N)N)=O (3-amino-4-cyano-benzoic acid methyl ester), N(=O)[O-].[Na+] (sodium nitrite), Br (hydrobromic acid). The reagents and catalysts are [Cu](Br)Br (copper bromide). Solvent: S(O)(O)(=O)=O (sulfuric acid), C(C)(=O)O (acetic acid). Reaction conditions: temperature 90 celsius, time 30 minute. Yields the product COC(C1=CC(=C(C=C1)C#N)Br)=O (3-Bromo-4-cyano-benzoic acid methyl ester). The yield is 56.0%. As a reaction SMILES: [CH3:1][O:2][C:3](=[O:13])[C:4]1[CH:9]=[CH:8][C:7]([C:10]#[N:11])=[C:6](N)[CH:5]=1.N([O-])=O.[Na+].[BrH:18]>S(=O)(=O)(O)O.C(O)(=O)C.[Cu](Br)Br>[CH3:1][O:2][C:3](=[O:13])[C:4]1[CH:9]=[CH:8][C:7]([C:10]#[N:11])=[C:6]([Br:18])[CH:5]=1 |f:1.2|. Procedure: Add 3-amino-4-cyano-benzoic acid methyl ester (1.1 g, 6.24 mmol) to a stirred solution of sodium nitrite (511 mg, 7.4 mmol) in concentrated sulfuric acid (5 ml) and glacial acetic acid (5 ml) at 40° C. After 30 min at 40° C., pour the resulting orange solution into a cold solution of copper bromide (1.42 g, 9.89 mmol) in 48% hydrobromic acid (5 ml). When the evolution of nitrogen is finished, heat the mixture to 90° C. for 30 min. Cool down to room temperature and pour the mixture onto crushed i... Starting materials: three, BrCCCCCCCCCCCCCCCC (1-bromohexadecane), C1(=CC=CC=C1)O (phenol), [OH-].[K+] (potassium hydroxide), C1(=CC=CC=C1)C (toluene). The reagents and catalysts are [Br-].C(CCC)[N+](CCCC)(CCCC)CCCC (tetra-n-butylammonium bromide). Run in O (water). Reaction conditions: temperature 92 celsius, time 16 hour. Product: C1(=CC=CC=C1)OCCCCCCCCCCCCCCCC (n-hexadecyl phenyl ether). The yield is 97.6%. Reaction SMILES: Br[CH2:2][CH2:3][CH2:4][CH2:5][CH2:6][CH2:7][CH2:8][CH2:9][CH2:10][CH2:11][CH2:12][CH2:13][CH2:14][CH2:15][CH2:16][CH3:17].[C:18]1([OH:24])[CH:23]=[CH:22][CH:21]=[CH:20][CH:19]=1.[OH-].[K+].C1(C)C=CC=CC=1>[Br-].C([N+](CCCC)(CCCC)CCCC)CCC.O>[C:18]1([O:24][CH2:2][CH2:3][CH2:4][CH2:5][CH2:6][CH2:7][CH2:8][CH2:9][CH2:10][CH2:11][CH2:12][CH2:13][CH2:14][CH2:15][CH2:16][CH3:17])[CH:23]=[CH:22][CH:21]=[CH:20][CH:19]=1 |f:2.3,5.6|. Procedure details: A 1-liter three necked round bottom flask was charged with 100 grams (0.33 moles) of 1-bromohexadecane, 92.5 grams (0.99 moles) of phenol, 55.2 grams (0.99 moles) of potassium hydroxide, 10 grams of tetra-n-butylammonium bromide, 167 ml of toluene, and 167 ml of water. The flask was fitted with a mechanical stirrer, nitrogen inlet, condenser, thermometer and heating mantle. The reaction mixture was heated to reflux at about 92° C., under a nitrogen purge for 16 hours with constant agitation. Aft... The reactants are COC1(c2ccc(C(F)(F)F)cc2CBr)CCC(C#N)CC1, C1CCOC1, Cl, Cn1nnc(NCc2cc(C(F)(F)F)cc(C(F)(F)F)c2)n1, [H-], [Na+], O. The product is COC1(c2ccc(C(F)(F)F)cc2CN(Cc2cc(C(F)(F)F)cc(C(F)(F)F)c2)c2nnn(C)n2)CCC(C#N)CC1. As a reaction SMILES: [Br:25][CH2:26][c:27]1[c:28]([C:37]2([O:45][CH3:46])[CH2:38][CH2:39][CH:40]([C:43]#[N:44])[CH2:41][CH2:42]2)[cH:29][cH:30][c:31]([C:33]([F:34])([F:35])[F:36])[cH:32]1.[CH2:48]1[O:49][CH2:50][CH2:51][CH2:52]1.[ClH:47].[F:1][C:2]([c:3]1[cH:4][c:5]([CH2:6][NH:7][c:8]2[n:9][n:10][n:11]([CH3:13])[n:12]2)[cH:14][c:15]([C:17]([F:18])([F:19])[F:20])[cH:16]1)([F:21])[F:22].[H-:23].[Na+:24].[OH2:53]>>[F:1][C:2]([c:3]1[cH:4][c:5]([CH2:6][N:7]([c:8]2[n:9][n:10][n:11]([CH3:13])[n:12]2)[CH2:26][c:27]2[c:28]([C:37]3([O:45][CH3:46])[CH2:38][CH2:39][CH:40]([C:43]#[N:44])[CH2:41][CH2:42]3)[cH:29][cH:30][c:31]([C:33]([F:34])([F:35])[F:36])[cH:32]2)[cH:14][c:15]([C:17]([F:18])([F:19])[F:20])[cH:16]1)([F:21])[F:22]. Reactants: 2,60dimethyltetrahydropyran-4-one, C(C1=CC=CC=C1)OC=1C=C(C=CC1)[Mg]Br (3-benzyloxyphenylmagnesium bromide), O1CCCC1 (tetrahydrofuran), C(C1=CC=CC=C1)OC=1C=C(C=CC1)Br (3-benzyloxybromobenzene), [Mg] (magnesium), O1CCCC1 (tetrahydrofuran), O1CCCC1 (tetrahydrofuran), ice, Cl (hydrochloric acid). Run at time 3 hour. The product is C(C1=CC=CC=C1)OC=1C=C(C=CC1)C1(CC(OC(C1)C)C)O (4-(3-benzyloxyphenyl)-4-hydroxy-2,6-dimethyltetrahydropyran). Reaction SMILES: [CH2:1]([O:8][C:9]1[CH:10]=[C:11]([Mg]Br)[CH:12]=[CH:13][CH:14]=1)[C:2]1[CH:7]=[CH:6][CH:5]=[CH:4][CH:3]=1.[CH2:17]([O:24][C:25]1[CH:26]=[C:27](Br)[CH:28]=C[CH:30]=1)[C:18]1C=CC=CC=1.[Mg].Cl.[O:34]1CCCC1>>[CH2:1]([O:8][C:9]1[CH:10]=[C:11]([C:27]2([OH:34])[CH2:26][CH:25]([CH3:30])[O:24][CH:17]([CH3:18])[CH2:28]2)[CH:12]=[CH:13][CH:14]=1)[C:2]1[CH:7]=[CH:6][CH:5]=[CH:4][CH:3]=1. Reported procedure: A solution of 2,60dimethyltetrahydropyran-4-one (2.2 g) in tetrahydrofuran (5 ml) was added to a solution of 3-benzyloxyphenylmagnesium bromide [prepared by heating a mixture of 3-benzyloxybromobenzene (5 g), magnesium (0.5 g) and tetrahydrofuran (20 ml)] in tetrahydrofuran and the mixture was stirred at ambient temperature for 3 hours. The mixture was cooled to 5° C., ice (5 ml) and 2N hydrochloric acid solution (25 ml) were added, and the mixture was extracted with ethyl acetate. The organic p... Starting materials: Cl, CC(C)(C)OC(=O)NC(Cc1ccccc1)C(=O)Oc1ccc([N+](=O)[O-])cc1, C1CCOC1. The product is Cl, NC(Cc1ccccc1)C(=O)Oc1ccc([N+](=O)[O-])cc1. RXN SMILES: [ClH:1].[N+:2](=[O:3])([O-:4])[c:5]1[cH:6][cH:7][c:8]([O:11][C:12]([CH:13]([NH:14][C:15]([O:16][C:17]([CH3:18])([CH3:19])[CH3:20])=[O:21])[CH2:22][c:23]2[cH:24][cH:25][cH:26][cH:27][cH:28]2)=[O:29])[cH:9][cH:10]1.[O:30]1[CH2:31][CH2:32][CH2:33][CH2:34]1>>[ClH:1].[N+:2](=[O:3])([O-:4])[c:5]1[cH:6][cH:7][c:8]([O:11][C:12]([CH:13]([NH2:14])[CH2:22][c:23]2[cH:24][cH:25][cH:26][cH:27][cH:28]2)=[O:29])[cH:9][cH:10]1. Reactants: C1CCOC1, CCOCC, CO, ClCCl, Cl, [N-]=[N+]=NCc1cc(Cl)ccc1OC(F)(F)F, [NH4+], [Na+], [OH-], [OH-], c1ccc(P(c2ccccc2)c2ccccc2)cc1. Product: NCc1cc(Cl)ccc1OC(F)(F)F. RXN SMILES: [CH2:40]1[O:41][CH2:42][CH2:43][CH2:44]1.[CH3:49][CH2:50][O:51][CH2:52][CH3:53].[CH3:54][OH:55].[Cl:37][CH2:38][Cl:39].[ClH:36].[N:20](=[N+:21]=[N-:22])[CH2:23][c:24]1[c:25]([O:31][C:32]([F:33])([F:34])[F:35])[cH:26][cH:27][c:28]([Cl:30])[cH:29]1.[NH4+:45].[Na+:48].[OH-:46].[OH-:47].[c:1]1([P:2]([c:3]2[cH:4][cH:5][cH:6][cH:7][cH:8]2)[c:9]2[cH:10][cH:11][cH:12][cH:13][cH:14]2)[cH:15][cH:16][cH:17][cH:18][cH:19]1>>[NH2:20][CH2:23][c:24]1[c:25]([O:31][C:32]([F:33])([F:34])[F:35])[cH:26][cH:27][c:28]([Cl:30])[cH:29]1.